From a dataset of the Open Reaction Database (ORD), a public repository of structured organic reaction records. describe an organic reaction: reactants, conditions, products, and yield The reactants are C(C)(=O)N1CC2=C(C=CC(=C2CC1)NC(C)=O)Br (N-(2-Acetyl-8-bromo-1,2,3,4-tetrahydro-5-isoquinolinyl)acetamide), [N+](=O)(O)[O-] (nitric acid). Solvent: FC(C(=O)O)(F)F (trifluoroacetic acid), C(Cl)(Cl)Cl (chloroform). The product is C(C)(=O)N1CC2=C(C=C(C(=C2CC1)NC(C)=O)[N+](=O)[O-])Br (N-(2-Acetyl-8-bromo-6-nitro-1,2,3,4-tetrahydro-5-isoquinolinyl)acetamide). RXN SMILES: [C:1]([N:4]1[CH2:13][CH2:12][C:11]2[C:6](=[C:7]([Br:18])[CH:8]=[CH:9][C:10]=2[NH:14][C:15](=[O:17])[CH3:16])[CH2:5]1)(=[O:3])[CH3:2].[N+:19]([O-])([OH:21])=[O:20]>FC(F)(F)C(O)=O.C(Cl)(Cl)Cl>[C:1]([N:4]1[CH2:13][CH2:12][C:11]2[C:6](=[C:7]([Br:18])[CH:8]=[C:9]([N+:19]([O-:21])=[O:20])[C:10]=2[NH:14][C:15](=[O:17])[CH3:16])[CH2:5]1)(=[O:3])[CH3:2]. Procedure: The product from Example 21 (31 g) was dissolved in trifluoroacetic acid (450 mL). The solution was treated dropwise with 33 mL of fuming 90% nitric acid and stirred at room temperature. The reaction mixture was concentrated, the residue was dissolved in chloroform and then washed well with sodium bicarbonate solution. A solid formed, and was dissolved in 3 L chloroform and dried over magnesium sulfate. After evaporation, the residue was crystallized from ethyl acetate to give a white solid (19.... Starting materials: [H][H] (hydrogen), CC1=C(OCC2CN(CCC2)C)C(=CC(=C1)C1=CC(=CC=C1)[N+](=O)[O-])C (3-[2,6-dimethyl-4-(3-nitrophenyl)phenoxymethyl]-1-methylpiperdine), C(C)O (ethanol). The reagents and catalysts are [Pt]=O (platinum oxide). The solvent is C(C)(=O)OCC (ethyl acetate). Yields the product NC=1C=C(C=CC1)C1=CC(=C(OCC2CN(CCC2)C)C(=C1)C)C (3-[4-(3-aminophenyl)-2,6-dimethylphenoxymethyl]-1-methylpiperidine). As a reaction SMILES: [CH3:1][C:2]1[CH:16]=[C:15]([C:17]2[CH:22]=[CH:21][CH:20]=[C:19]([N+:23]([O-])=O)[CH:18]=2)[CH:14]=[C:13]([CH3:26])[C:3]=1[O:4][CH2:5][CH:6]1[CH2:11][CH2:10][CH2:9][N:8]([CH3:12])[CH2:7]1.C(O)C.[H][H]>[Pt]=O.C(OCC)(=O)C>[NH2:23][C:19]1[CH:18]=[C:17]([C:15]2[CH:14]=[C:13]([CH3:26])[C:3]([O:4][CH2:5][CH:6]3[CH2:11][CH2:10][CH2:9][N:8]([CH3:12])[CH2:7]3)=[C:2]([CH3:1])[CH:16]=2)[CH:22]=[CH:21][CH:20]=1. Procedure: A mixture of 3-[2,6-dimethyl-4-(3-nitrophenyl)phenoxymethyl]-1-methylpiperdine (785 mg, 2.21 mmol), ethanol (10 mL), and ethyl acetate (5 mL) was hydrogenated overnight with platinum oxide (50 mg) at 1 atmosphere of hydrogen. The reaction was purged with nitrogen and filtered through Celite. The solids were washed with methanol and ethyl acetate. The filtrate and the washings were concentrated to give 3-[4-(3-aminophenyl)-2,6-dimethylphenoxymethyl]-1-methylpiperidine as a yellow oil (735 mg, qua... The reactants are COCC(=O)N1CC(N)C(=O)N(CC(=O)OC)c2ccccc21, CC#N, ClCCl, [K+], [K+], O=C([O-])[O-], BrCc1ccc2ccccc2c1. Product: COCC(=O)N1CC(N=Cc2ccc3ccccc3c2)C(=O)N(CC(=O)OC)c2ccccc21. RXN SMILES: [CH3:1][O:2][C:3]([CH2:4][N:5]1[C:6](=[O:22])[CH:7]([NH2:21])[CH2:8][N:9]([C:16]([CH2:17][O:18][CH3:19])=[O:20])[c:10]2[c:11]1[cH:12][cH:13][cH:14][cH:15]2)=[O:23].[CH3:42][C:43]#[N:44].[Cl:45][CH2:46][Cl:47].[K+:36].[K+:37].[O-:38][C:39]([O-:40])=[O:41].[cH:24]1[c:25]([CH2:34][Br:35])[cH:26][cH:27][c:28]2[cH:29][cH:30][cH:31][cH:32][c:33]12>>[CH3:1][O:2][C:3]([CH2:4][N:5]1[C:6](=[O:22])[CH:7]([N:21]=[CH:34][c:25]2[cH:24][c:33]3[c:28]([cH:27][cH:26]2)[cH:29][cH:30][cH:31][cH:32]3)[CH2:8][N:9]([C:16]([CH2:17][O:18][CH3:19])=[O:20])[c:10]2[c:11]1[cH:12][cH:13][cH:14][cH:15]2)=[O:23]. The reactants are C(C)OC(=O)C=1NC2=C(C(=CC=C2C1)C)Cl (7-chloro-6-methyl-1H-indole-2-carboxylic acid ethyl ester), C(C)(C)(C)OC(=O)N1S(O[C@H](C1)C)(=O)=O ((S)-5-methyl-2,2-dioxo-[1,2,3]oxathiazolidine-3-carboxylic acid tert-butyl ester). Product: C(C)OC(=O)C=1N(C2=C(C(=CC=C2C1)C)Cl)[C@@H](CNC(=O)OC(C)(C)C)C ((R)-1-(2-tert-Butoxycarbonylamino-1-methyl-ethyl)-7-chloro-6-methyl-1H-indole-2-carboxylic acid ethyl ester). As a reaction SMILES: [CH2:1]([O:3][C:4]([C:6]1[NH:7][C:8]2[C:13]([CH:14]=1)=[CH:12][CH:11]=[C:10]([CH3:15])[C:9]=2[Cl:16])=[O:5])[CH3:2].[C:17]([O:21][C:22]([N:24]1[CH2:28][C@H:27]([CH3:29])OS1(=O)=O)=[O:23])([CH3:20])([CH3:19])[CH3:18]>>[CH2:1]([O:3][C:4]([C:6]1[N:7]([C@H:27]([CH3:29])[CH2:28][NH:24][C:22]([O:21][C:17]([CH3:20])([CH3:19])[CH3:18])=[O:23])[C:8]2[C:13]([CH:14]=1)=[CH:12][CH:11]=[C:10]([CH3:15])[C:9]=2[Cl:16])=[O:5])[CH3:2]. Procedure: The title compound was prepared in accordance with the general method of example 12b) from 7-chloro-6-methyl-1H-indole-2-carboxylic acid ethyl ester and (S)-5-methyl-2,2-dioxo-[1,2,3]oxathiazolidine-3-carboxylic acid tert-butyl ester. Reactants: C[O-].[Na+] (NaOMe), Cl.NO (hydroxylamine hydrochloride), BrC=1C=CC=C2C=CC=C(C12)CC#N (8-Bromo-2-naphthalenylacetonitrile). Run in CO (MeOH), CO (MeOH). Conditions: time 24 hour. The product is ON=C(CC1=CC=CC2=CC=CC(=C12)Br)N (N'-Hydroxy-2-(8-bromonaphthalenyl)ethanimidamide). Isolated yield 62.2%. Reaction SMILES: C[O-].[Na+].Cl.[NH2:5][OH:6].[Br:7][C:8]1[CH:9]=[CH:10][CH:11]=[C:12]2[C:17]=1[C:16]([CH2:18][C:19]#[N:20])=[CH:15][CH:14]=[CH:13]2>CO>[OH:6][N:5]=[C:19]([NH2:20])[CH2:18][C:16]1[C:17]2[C:12](=[CH:11][CH:10]=[CH:9][C:8]=2[Br:7])[CH:13]=[CH:14][CH:15]=1 |f:0.1,2.3|. Procedure: A mixture of NaOMe (25 wt % in MeOH, 1.6 ml, 6.83 mmol), MeOH (3 mL), and hydroxylamine hydrochloride (0.47 g, 6.83 mmol) was heated for 30 minutes. 8-Bromo-2-naphthalenylacetonitrile (1.12 g, 4.55 mmol) and MeOH (5 mL) were added and heating was continued for 24 hours. The mixture was concentrated, and suspended in H2O (40 mL) and ether (2 mL). The off-white solid was collected by filtration and triturated with ether to give the title compound (790 mg, 62%), m.p. 123°-125° C. The reactants are C(C1=CC=CC=C1)OC1=C(C(N(C12CCN(CC2)OC)CC2CC2)=O)C2=C(C=C(C=C2C)C)C (4-benzyloxy-1-cyclopropylmethyl-8-methoxy-3-(2,4,6-trimethyl-phenyl)-1,8-diaza-spiro[4.5]dec-3-en-2-one), solution. Reagents/catalysts: [Pd] (Pd/C). The solvent is CO (methanol). The product is C1(CC1)CN1C(C(=C(C12CCN(CC2)OC)O)C2=C(C=C(C=C2C)C)C)=O (1-cyclopropylmethyl-4-hydroxy-8-methoxy-3-(2,4,6-trimethyl-phenyl)-1,8-diaza-spiro[4.5]dec-3-en-2-one). Reaction SMILES: C([O:8][C:9]1[C:13]2([CH2:18][CH2:17][N:16]([O:19][CH3:20])[CH2:15][CH2:14]2)[N:12]([CH2:21][CH:22]2[CH2:24][CH2:23]2)[C:11](=[O:25])[C:10]=1[C:26]1[C:31]([CH3:32])=[CH:30][C:29]([CH3:33])=[CH:28][C:27]=1[CH3:34])C1C=CC=CC=1>CO.[Pd]>[CH:22]1([CH2:21][N:12]2[C:13]3([CH2:14][CH2:15][N:16]([O:19][CH3:20])[CH2:17][CH2:18]3)[C:9]([OH:8])=[C:10]([C:26]3[C:27]([CH3:34])=[CH:28][C:29]([CH3:33])=[CH:30][C:31]=3[CH3:32])[C:11]2=[O:25])[CH2:24][CH2:23]1. Procedure details: Debenzylation was conducted using an H-Cube® continuous-flow hydrogenator: 4-benzyloxy-1-cyclopropylmethyl-8-methoxy-3-(2,4,6-trimethyl-phenyl)-1,8-diaza-spiro[4.5]dec-3-en-2-one (546 mg, 1.34 mmol) was dissolved in methanol (47 ml) and this substrate solution (0.029 M) pumped twice through a 5% Pd/C filled cartridge at a flow-rate of 1 mL/min, a temperature of 35° C. and a pressure of 2-3 bars. The collected product solution was concentrated, and the residue purified by chromatography on silica... Starting materials: ClC=1C=C(C=2N(N1)C=CN2)NC2=NC(=C(C=C2)OC)OC (6-chloro-N-(5,6-dimethoxypyridin-2-yl)imidazo[1,2-b]pyridazin-8-amine), N1CC(CCC1)C(=O)OC (methyl piperidine-3-carboxylate). Run at temperature 160 celsius. Yields the product COC=1C=CC(=NC1OC)NC=1C=2N(N=C(C1)N1CC(CCC1)C(=O)O)C=CN2 (1-(8-(5,6-dimethoxypyridin-2-ylamino)imidazo[1,2-b]pyridazin-6-yl)piperidine-3-carboxylic acid). The yield is 15.4%. As a reaction SMILES: Cl[C:2]1[CH:3]=[C:4]([NH:11][C:12]2[CH:17]=[CH:16][C:15]([O:18][CH3:19])=[C:14]([O:20][CH3:21])[N:13]=2)[C:5]2[N:6]([CH:8]=[CH:9][N:10]=2)[N:7]=1.[NH:22]1[CH2:27][CH2:26][CH2:25][CH:24]([C:28]([O:30]C)=[O:29])[CH2:23]1>>[CH3:19][O:18][C:15]1[CH:16]=[CH:17][C:12]([NH:11][C:4]2[C:5]3[N:6]([CH:8]=[CH:9][N:10]=3)[N:7]=[C:2]([N:22]3[CH2:27][CH2:26][CH2:25][CH:24]([C:28]([OH:30])=[O:29])[CH2:23]3)[CH:3]=2)=[N:13][C:14]=1[O:20][CH3:21]. Procedure: A suspension of 6-chloro-N-(5,6-dimethoxypyridin-2-yl)imidazo[1,2-b]pyridazin-8-amine (200 mg, 0.65 mmol) and methyl piperidine-3-carboxylate (400 mg, 2.8 mmol) was heated at 160° C. for 2 h under N2. After cooling to room temperature, the residue was purified by chromatography (silica gel, 200-300 mesh, dichloromethane:MeOH=20:1) to give 1-(8-(5,6-dimethoxypyridin-2-ylamino)imidazo[1,2-b]pyridazin-6-yl)piperidine-3-carboxylic acid (40 mg, 15%) as a red solid. LC-MS: 399 [M+1]+, tR=1.261 min. Procedure details: To a stirred solution of methyl 5-bromoisoquinolin-4-carboxylate (Intermediate-16) (10.1 g, 38.0 mmol) in MeOH (50 mL) was added, KOH (21.3 g, 380 mmol) dissolved in water (50 mL) and the reaction mixture was heated to 70° C. for 3 h. Then it was concentrated, diluted with water and washed with Et2O (100 mL×3). The aqueous layer was acidified with 2N HCl (pH=3) and the white solid obtained was filtered to yield the desired acid derivative 6.0 g (62.7%). The reactants are BrC1=C2C(=CN=CC2=CC=C1)C(=O)OC (methyl 5-bromoisoquinolin-4-carboxylate), [OH-].[K+] (KOH). Reaction SMILES: [Br:1][C:2]1[CH:11]=[CH:10][CH:9]=[C:8]2[C:3]=1[C:4]([C:12]([O:14]C)=[O:13])=[CH:5][N:6]=[CH:7]2.[OH-].[K+]>CO.O>[Br:1][C:2]1[CH:11]=[CH:10][CH:9]=[C:8]2[C:3]=1[C:4]([C:12]([OH:14])=[O:13])=[CH:5][N:6]=[CH:7]2 |f:1.2|. Product: BrC1=C2C(=CN=CC2=CC=C1)C(=O)O (5-Bromoisoquinolin-4-carboxylic acid). Reaction conditions: temperature 70 celsius. Solvent: CO (MeOH), O (water).